Task: describe an organic reaction: reactants, conditions, products, and yield. Dataset: the Open Reaction Database (ORD), a public repository of structured organic reaction records Reactants: 7-[2-(6-{4-cyano-phen-1-yl}-3H-imidazo[4,5-b]pyridin-2-yl)-ethyl]-azepan-2-thione, compound A2, C(C)N1CCN(CC1)S(=O)(=O)C1=CC=C(C=C1)C=1C=C2C(=NC1)NC(=N2)CCC2CCCCC(N2)=O (7-(2-{6-[4-(4-ethyl-piperazine-1-sulfonyl)-phenyl]-3H-imidazo[4,5-b]pyridin-2-yl}-ethyl)-azepan-2-one), C(C)N1CCN(CC1)S(=O)(=O)C1=CC=C(C=C1)C=1C=C2C(=NC1)NC(=N2)CCC2CCCCC(N2)=O (7-(2-{6-[4-(4-ethyl-piperazine-1-sulfonyl)-phenyl]-3H-imidazo[4,5-b]pyridin-2-yl}-ethyl)-azepan-2-one), COC=1C=CC(=CC1)P2(=S)SP(=S)(S2)C=3C=CC(=CC3)OC (Lawesson's reagent). Run in O1CCOCC1 (dioxane). The product is C(C)N1CCN(CC1)S(=O)(=O)C1=CC=C(C=C1)C=1C=C2C(=NC1)NC(=N2)CCC2CCCCC(N2)=S (7-(2-{6-[4-(4-Ethyl-piperazine-1-sulfonyl)-phenyl]-3H-imidazo[4,5-b]pyridin-2-yl}-ethyl)-azepane-2-thione). Yield: 93.0%. Reaction SMILES: [CH2:1]([N:3]1[CH2:8][CH2:7][N:6]([S:9]([C:12]2[CH:17]=[CH:16][C:15]([C:18]3[CH:19]=[C:20]4[N:26]=[C:25]([CH2:27][CH2:28][CH:29]5[NH:35][C:34](=O)[CH2:33][CH2:32][CH2:31][CH2:30]5)[NH:24][C:21]4=[N:22][CH:23]=3)=[CH:14][CH:13]=2)(=[O:11])=[O:10])[CH2:5][CH2:4]1)[CH3:2].COC1C=CC(P2(SP(C3C=CC(OC)=CC=3)(=S)S2)=[S:46])=CC=1>O1CCOCC1>[CH2:1]([N:3]1[CH2:8][CH2:7][N:6]([S:9]([C:12]2[CH:17]=[CH:16][C:15]([C:18]3[CH:19]=[C:20]4[N:26]=[C:25]([CH2:27][CH2:28][CH:29]5[NH:35][C:34](=[S:46])[CH2:33][CH2:32][CH2:31][CH2:30]5)[NH:24][C:21]4=[N:22][CH:23]=3)=[CH:14][CH:13]=2)(=[O:11])=[O:10])[CH2:5][CH2:4]1)[CH3:2]. Procedure details: The title compound is analogously synthesized as described for 7-[2-(6-{4-cyano-phen-1-yl}-3H-imidazo[4,5-b]pyridin-2-yl)-ethyl]-azepan-2-thione (compound A2) from 170 mg of 7-(2-{6-[4-(4-ethyl-piperazine-1-sulfonyl)-phenyl]-3H-imidazo[4,5-b]pyridin-2-yl}-ethyl)-azepan-2-one (compound B7) and 142 mg of Lawesson's reagent at 100° C. for 2.5 hours in 20 ml of dioxane. Purification by chromatography on flash silica gel (eluent gradient: dichloromethane/0-10 vol. % ethanol) affords 163 mg of the tit... The reactants are C1(=CC=CC=C1)NC1=NC=CC(N1)=O (2-(phenylamino)pyrimidin-4(3H)-one), [H-].[Li+] (LiH), IC (iodomethane). Yields the product CN1C(=NC=CC1=O)NC1=CC=CC=C1 (3-methyl-2-(phenylamino)pyrimidin-4(3H)-one). Conditions: time 25 minute. The solvent is CN(C)C=O (DMF). Reported procedure: To a solution of 2-(phenylamino)pyrimidin-4(3H)-one (0.250 g, 1.34 mmol) in DMF (10 mL) was added LiH (0.012 g, 1.47 mmol). The reaction mixture was stirred for 25 minutes and then iodomethane (0.166 mL, 2.67 mmol) was added. The reaction was stirred at room temperature for 18 hours, the quenched with H2O and partitioned between EtOAc and saturated aqueous NaCl. The phases were separated, and the aqueous phase was re-extracted with EtOAc (1×). The combined organic layers were dried (Na2SO4), fil... Yield: 61.6%. As a reaction SMILES: [C:1]1([NH:7][C:8]2[NH:13][C:12](=[O:14])[CH:11]=[CH:10][N:9]=2)[CH:6]=[CH:5][CH:4]=[CH:3][CH:2]=1.[H-].[Li+].I[CH3:18]>CN(C=O)C>[CH3:18][N:13]1[C:12](=[O:14])[CH:11]=[CH:10][N:9]=[C:8]1[NH:7][C:1]1[CH:2]=[CH:3][CH:4]=[CH:5][CH:6]=1 |f:1.2|.